Dataset: the Open Reaction Database (ORD), a public repository of structured organic reaction records. Task: describe an organic reaction: reactants, conditions, products, and yield The reactants are O=C([O-])[O-], CCS, CO, O=C(CCl)c1ccc(F)cc1F, [K+], [K+]. The product is CCSCC(=O)c1ccc(F)cc1F. As a reaction SMILES: [C:16](=[O:17])([O-:18])[O-:19].[CH2:13]([CH3:14])[SH:15].[CH3:22][OH:23].[Cl:1][CH2:2][C:3](=[O:4])[c:5]1[c:6]([F:12])[cH:7][c:8]([F:11])[cH:9][cH:10]1.[K+:20].[K+:21]>>[CH2:2]([C:3](=[O:4])[c:5]1[c:6]([F:12])[cH:7][c:8]([F:11])[cH:9][cH:10]1)[S:15][CH2:13][CH3:14]. Starting materials: CCOC(=O)COc1ccc2c(c1)CC(NCc1ccccc1)CC2, CCO, CC(C)=O, Cl, O. The product is Cl, CCOC(=O)COc1ccc2c(c1)CC(N)CC2. As a reaction SMILES: [CH2:2]([c:3]1[cH:4][cH:5][cH:6][cH:7][cH:8]1)[NH:9][CH:10]1[CH2:11][c:12]2[cH:13][c:14]([O:20][CH2:21][C:22](=[O:23])[O:24][CH2:25][CH3:26])[cH:15][cH:16][c:17]2[CH2:18][CH2:19]1.[CH3:27][CH2:28][OH:29].[CH3:31][C:32](=[O:33])[CH3:34].[ClH:1].[OH2:30]>>[ClH:1].[NH2:9][CH:10]1[CH2:11][c:12]2[cH:13][c:14]([O:20][CH2:21][C:22](=[O:23])[O:24][CH2:25][CH3:26])[cH:15][cH:16][c:17]2[CH2:18][CH2:19]1. Starting materials: [OH-].[Na+] (sodium hydroxide), O (water), C(C)OC(=O)C=1C(=NOC1C)C1=CC=C(C=C1)F (3-(4-fluoro-phenyl)-5-methyl-isoxazole-4-carboxylic acid ethyl ester), [H-].[Al+3].[Li+].[H-].[H-].[H-] (lithiumaluminiumhydride), O (water). The solvent is C1CCOC1 (THF). Conditions: time 3 hour. Product: FC1=CC=C(C=C1)C1=NOC(=C1CO)C ([3-(4-Fluoro-phenyl)-5-methyl-isoxazol-4-yl]-methanol). The yield is 72.4%. As a reaction SMILES: C([O:3][C:4]([C:6]1[C:7]([C:12]2[CH:17]=[CH:16][C:15]([F:18])=[CH:14][CH:13]=2)=[N:8][O:9][C:10]=1[CH3:11])=O)C.[H-].[Al+3].[Li+].[H-].[H-].[H-].O.[OH-].[Na+]>C1COCC1>[F:18][C:15]1[CH:14]=[CH:13][C:12]([C:7]2[C:6]([CH2:4][OH:3])=[C:10]([CH3:11])[O:9][N:8]=2)=[CH:17][CH:16]=1 |f:1.2.3.4.5.6,8.9|. Reported procedure: To a solution of 3-(4-fluoro-phenyl)-5-methyl-isoxazole-4-carboxylic acid ethyl ester (3.0 g, 12 mmol) (6.18 g, 25 mmol) in THF (320 mL) was added portionwise lithiumaluminiumhydride (528 mg, 14 mmol) at 0° C. and the reaction mixture was stirred at room temperature for 3 h. The mixture was then cooled to 0° C. and water (518 μL) added followed by sodium hydroxide (15% solution, 518 μL) and then again water (1.5 mL) and the mixture then stirred overnight at room temperature. The precipitate was ... The reactants are CC1=[N+](C=CC(=C1C)OCCC1(OCCCO1)CCC)[O-] (2,3-dimethyl-4-(2-(2-propyl-1,3-dioxan-2-yl)ethoxy)pyridine 1-oxide), C(C)(=O)OC(C)=O (acetic anhydride). Run at temperature 90 celsius, time 2 hour. The product is CC=1C(=NC=CC1OCCC1(OCCCO1)CCC)CO ((3-methyl-4-(2-(2-propyl-1,3-dioxan-2-yl)ethoxy)pyridin-2-yl)methanol). The yield is 43.3%. Reaction SMILES: [CH3:1][C:2]1[C:7]([CH3:8])=[C:6]([O:9][CH2:10][CH2:11][C:12]2([CH2:18][CH2:19][CH3:20])[O:17][CH2:16][CH2:15][CH2:14][O:13]2)[CH:5]=[CH:4][N+:3]=1[O-].C(OC(=O)C)(=[O:24])C>>[CH3:8][C:7]1[C:2]([CH2:1][OH:24])=[N:3][CH:4]=[CH:5][C:6]=1[O:9][CH2:10][CH2:11][C:12]1([CH2:18][CH2:19][CH3:20])[O:17][CH2:16][CH2:15][CH2:14][O:13]1. Procedure: The 2,3-dimethyl-4-(2-(2-propyl-1,3-dioxan-2-yl)ethoxy)pyridine 1-oxide (3.9 g, 13.2 mmol) obtained in the step (8c) was mixed with acetic anhydride (16 ml). The mixture was stirred at 90° C. for 2 hours. After cooled to room temperature, the reaction mixture was concentrated under reduced pressure. To the residue, methanol (20 ml) and a 5N aqueous sodium hydroxide solution (10 ml) were added and the mixture was stirred at room temperature for 2 hours. The reaction mixture was concentrated and t... Starting materials: CC(C)(C)O, CC(NC1=NC(=O)C(C)(c2ccc(C#N)cc2)S1)c1ccccc1C(F)(F)F, Cl, [K+], [OH-]. Product: CC(NC1=NC(=O)C(C)(c2ccc(C(N)=O)cc2)S1)c1ccccc1C(F)(F)F. Reaction SMILES: [C:32]([OH:33])([CH3:34])([CH3:35])[CH3:36].[CH3:1][C:2]1([c:21]2[cH:22][cH:23][c:24]([C:25]#[N:26])[cH:27][cH:28]2)[C:3](=[O:20])[N:4]=[C:5]([NH:7][CH:8]([CH3:9])[c:10]2[c:11]([C:16]([F:17])([F:18])[F:19])[cH:12][cH:13][cH:14][cH:15]2)[S:6]1.[ClH:31].[K+:30].[OH-:29]>>[CH3:1][C:2]1([c:21]2[cH:22][cH:23][c:24]([C:25]([NH2:26])=[O:29])[cH:27][cH:28]2)[C:3](=[O:20])[N:4]=[C:5]([NH:7][CH:8]([CH3:9])[c:10]2[c:11]([C:16]([F:17])([F:18])[F:19])[cH:12][cH:13][cH:14][cH:15]2)[S:6]1. The reactants are C(C)(=O)OCC (ethyl acetate), ClC1=CC=C(C=N1)O (6-chloropyridin-3-ol), C(C)OC(C(C)(C)Br)=O (ethyl-2-bromo-2-methylpropanoate), C([O-])([O-])=O.[Cs+].[Cs+] (cesium carbonate). The solvent is C(C)#N (acetonitrile), O (water). Run at time 48 hour. Yields the product ClC1=CC=C(C=N1)OC(C(=O)OCC)(C)C (ethyl 2-(6-chloropyridin-3-yloxy)-2-methylpropanoate). Isolated yield 72.1%. As a reaction SMILES: [Cl:1][C:2]1[N:7]=[CH:6][C:5]([OH:8])=[CH:4][CH:3]=1.[CH2:9]([O:11][C:12](=[O:17])[C:13](Br)([CH3:15])[CH3:14])[CH3:10].C(=O)([O-])[O-].[Cs+].[Cs+].C(OCC)(=O)C>C(#N)C.O>[Cl:1][C:2]1[N:7]=[CH:6][C:5]([O:8][C:13]([CH3:15])([CH3:14])[C:12]([O:11][CH2:9][CH3:10])=[O:17])=[CH:4][CH:3]=1 |f:2.3.4|. Procedure: To a solution of 6-chloropyridin-3-ol (5 g, 38.6 mmol) and ethyl-2-bromo-2-methylpropanoate (6.01 ml, 40.5 mmol) in acetonitrile (50 mL) was added cesium carbonate (27 g, 83 mmol). The material was stirred vigorously for 48 hours. The mixture was taken up in water (100 ml) and ethyl acetate (100 ml) and transferred to a separatory funnel and shaken. The organic phase was collected and the aqueous phase was back extracted with ethyl acetate (2×50 mL). The organic phases were combined, dried (magn... As a reaction SMILES: [N:1]([CH2:4][CH2:5][O:6][CH2:7][CH2:8][O:9][CH2:10][CH2:11][O:12][CH2:13][CH2:14][O:15][CH2:16][CH2:17][O:18][CH2:19][CH2:20][O:21][CH2:22][CH2:23][O:24][CH2:25][CH2:26][OH:27])=[N+:2]=[N-:3].[C:28]1(C)[C:29]([S:34](Cl)(=[O:36])=[O:35])=[CH:30][CH:31]=[CH:32][CH:33]=1.N1C=CC=C[CH:40]=1>CN(C)C1C=CN=CC=1>[C:32]1([CH3:40])[CH:33]=[CH:28][C:29]([S:34]([O:27][CH2:26][CH2:25][O:24][CH2:23][CH2:22][O:21][CH2:20][CH2:19][O:18][CH2:17][CH2:16][O:15][CH2:14][CH2:13][O:12][CH2:11][CH2:10][O:9][CH2:8][CH2:7][O:6][CH2:5][CH2:4][N:1]=[N+:2]=[N-:3])(=[O:35])=[O:36])=[CH:30][CH:31]=1. Procedure: A solution of 23-azido-3,6,9,12,15,18,21-heptaoxatricosan-1-ol (800 mg, 2.02 mmol) in pyridine (4 mL) was added dropwise to the solution of toluenesulfonyl chloride (771 mg, 4.04 mmol) and 4-dimethylaminopyridine (100 mg) in pyridine (10 mL) at room temperature. The mixture was stirred for 24 hours at room temperature. The solvent was evaporated and the crude product was purified on SiO2 column using hexanes/ethylacetate gradient 0-100% followed by ethylacetate/methanol gradient 0-100%, then pur... Reagents/catalysts: CN(C1=CC=NC=C1)C (4-dimethylaminopyridine). Run at time 24 hour. Reactants: N(=[N+]=[N-])CCOCCOCCOCCOCCOCCOCCOCCO (23-azido-3,6,9,12,15,18,21-heptaoxatricosan-1-ol), C=1(C(=CC=CC1)S(=O)(=O)Cl)C (toluenesulfonyl chloride), N1=CC=CC=C1 (pyridine), N1=CC=CC=C1 (pyridine). The product is C1(=CC=C(C=C1)S(=O)(=O)OCCOCCOCCOCCOCCOCCOCCOCCN=[N+]=[N-])C (23-azido-3,6,9,12,15,18,21-heptaoxatricos-1-yl p-toluenesulfonate). Yield: 25.0%.